Dataset: the Open Reaction Database (ORD), a public repository of structured organic reaction records. Task: describe an organic reaction: reactants, conditions, products, and yield Starting materials: ClCC(=O)NC1=C(C=C(C=C1)C(C(=O)OCC)C)O (ethyl 2-(4-(2-chloroacetamido)-3-hydroxyphenyl)propanoate), C([O-])([O-])=O.[K+].[K+] (potassium carbonate). Run in O (H2O), CC(=O)C (acetone). The product is O=C1NC2=C(OC1)C=C(C=C2)C(C(=O)OCC)C (Ethyl 2-(3,4-dihydro-3-oxo-2H-benzo[b][1,4]oxazin-7-yl)propanoate). As a reaction SMILES: Cl[CH2:2][C:3]([NH:5][C:6]1[CH:11]=[CH:10][C:9]([CH:12]([CH3:18])[C:13]([O:15][CH2:16][CH3:17])=[O:14])=[CH:8][C:7]=1[OH:19])=[O:4].C(=O)([O-])[O-].[K+].[K+]>CC(C)=O.O>[O:4]=[C:3]1[CH2:2][O:19][C:7]2[CH:8]=[C:9]([CH:12]([CH3:18])[C:13]([O:15][CH2:16][CH3:17])=[O:14])[CH:10]=[CH:11][C:6]=2[NH:5]1 |f:1.2.3|. Procedure details: A solution of ethyl 2-(4-(2-chloroacetamido)-3-hydroxyphenyl)propanoate (110 mg, 0.385 mmol) in acetone (10 mL) was added potassium carbonate (61 mg). the reaction mixture was refluxed for 3 hrs then cooled to room temperature. The mixture was diluted with H2O and extracted with EtOAc. The organic layer was dried over MgSO4, filtered, and concentrated in vacuo. The residue was purified by flash column chromatography on silica gel using EtOAc:hexanes (1:2) as eluent. Reactants: C(C)OC(=O)C1=NNC(=C1)C(=O)OCC (1H-Pyrazole-3,5-dicarboxylic acid diethyl ester), II (iodine), S(=S)(=O)([O-])[O-].[Na+].[Na+] (sodium thiosulfate). The solvent is C(C)#N (acetonitrile). Product: C(C)OC(=O)C1=NNC(=C1I)C(=O)OCC (4-Iodo-1H-pyrazole-3,5-dicarboxylic acid diethyl ester). As a reaction SMILES: [CH2:1]([O:3][C:4]([C:6]1[CH:10]=[C:9]([C:11]([O:13][CH2:14][CH3:15])=[O:12])[NH:8][N:7]=1)=[O:5])[CH3:2].[I:16]I.S([O-])([O-])(=O)=S.[Na+].[Na+]>C(#N)C>[CH2:14]([O:13][C:11]([C:9]1[C:10]([I:16])=[C:6]([C:4]([O:3][CH2:1][CH3:2])=[O:5])[NH:7][N:8]=1)=[O:12])[CH3:15] |f:2.3.4|. Procedure details: To a solution of 10 g 1H-Pyrazole-3,5-dicarboxylic acid diethyl ester in 400 ml acetonitrile 13 g ammonium cerium(iv) nitrate (CAN) and 7.17 g iodine were added and the mixture was heated to reflux for 5 h. Then, after cooling to RT, 30 ml sat. sodium thiosulfate solution were added. The mixture was extracted with ethyl acetate (3×100 ml), the combined organic layers were washed with water and then dried over MgSO4, filtered and the solvents were removed under reduced pressure. The residue was f...